From a dataset of the Open Reaction Database (ORD), a public repository of structured organic reaction records. describe an organic reaction: reactants, conditions, products, and yield Reactants: ice, CN1[C@@H]2CC[C@H]3[C@@H]4CCC([C@@]4(C)CC[C@@H]3[C@]2(CCC1=O)C)C=O (4-methyl-3-oxo-5α-4-azaandrostan-17-carboxaldehyde), Cl.NO (hydroxylamine hydrochloride), N1=CC=CC=C1 (pyridine), Cl (hydrochloric acid). The solvent is C(C)O (ethanol). Reaction conditions: time 20 minute. The product is CN1[C@@H]2CC[C@H]3[C@@H]4CCC([C@@]4(C)CC[C@@H]3[C@]2(CCC1=O)C)C=NO (4-Methyl-3-oxo-5α-4-azaandrostan-17-carboxaldehyde oxime). Yield: 85.8%. As a reaction SMILES: [CH3:1][N:2]1[C:19](=[O:20])[CH2:18][CH2:17][C@@:16]2([CH3:21])[C@H:3]1[CH2:4][CH2:5][C@@H:6]1[C@@H:15]2[CH2:14][CH2:13][C@@:11]2([CH3:12])[C@H:7]1[CH2:8][CH2:9][CH:10]2[CH:22]=O.Cl.[NH2:25][OH:26].N1C=CC=CC=1.Cl>C(O)C>[CH3:1][N:2]1[C:19](=[O:20])[CH2:18][CH2:17][C@@:16]2([CH3:21])[C@H:3]1[CH2:4][CH2:5][C@@H:6]1[C@@H:15]2[CH2:14][CH2:13][C@@:11]2([CH3:12])[C@H:7]1[CH2:8][CH2:9][CH:10]2[CH:22]=[N:25][OH:26] |f:1.2|. Reported procedure: A stirred mixture of 4-methyl-3-oxo-5α-4-azaandrostan-17-carboxaldehyde (0.952 g, 3.0 mM), hydroxylamine hydrochloride (1.10 g, 15.8 mM), anhydrous pyridine (6 mL) and anhydrous ethanol (12 mL) was refluxed gently under a nitrogen atmosphere for 6.3 hours. After cooling, the ice-cooled mixture was diluted, with stirring, with a slight excess of chilled dilute hydrochloric acid (ca. 0.3N), the suspension aged for ca. 20 minutes, filtered, washed with water and dried to give (38) 0.855 g. MS M+ ca...